From a dataset of the Open Reaction Database (ORD), a public repository of structured organic reaction records. describe an organic reaction: reactants, conditions, products, and yield The reactants are [Si](C)(C)(C(C)(C)C)OCCCCC(S(=O)(=O)C1=CC=C(C=C1)Cl)(CCCCO[Si](C)(C)C(C)(C)C)C1=C(C=CC(=C1)F)F (2-[5-(t-butyldimethylsilyloxy)-1-[4-(t-butyldimethylsilyloxy)butyl]-1-(4-chlorophenylsulfonyl)pentyl]-1,4-difluorobenzene), [F-].C(CCC)[N+](CCCC)(CCCC)CCCC (tetrabutylammonium fluoride). Solvent: C(C)OCC (diethyl ether), O1CCCC1 (tetrahydrofuran), O1CCCC1 (tetrahydrofuran). Run at time 24 hour. Yields the product ClC1=CC=C(C=C1)S(=O)(=O)C(CCCCO)(CCCCO)C1=C(C=CC(=C1)F)F (5-[(4-Chlorophenyl)sulfonyl]-5-(2,5-difluorophenyl)-1,9-nonanediol). As a reaction SMILES: [Si]([O:8][CH2:9][CH2:10][CH2:11][CH2:12][C:13]([C:36]1[CH:41]=[C:40]([F:42])[CH:39]=[CH:38][C:37]=1[F:43])([CH2:24][CH2:25][CH2:26][CH2:27][O:28][Si](C(C)(C)C)(C)C)[S:14]([C:17]1[CH:22]=[CH:21][C:20]([Cl:23])=[CH:19][CH:18]=1)(=[O:16])=[O:15])(C(C)(C)C)(C)C.[F-].C([N+](CCCC)(CCCC)CCCC)CCC>O1CCCC1.C(OCC)C>[Cl:23][C:20]1[CH:21]=[CH:22][C:17]([S:14]([C:13]([C:36]2[CH:41]=[C:40]([F:42])[CH:39]=[CH:38][C:37]=2[F:43])([CH2:12][CH2:11][CH2:10][CH2:9][OH:8])[CH2:24][CH2:25][CH2:26][CH2:27][OH:28])(=[O:16])=[O:15])=[CH:18][CH:19]=1 |f:1.2|. Reported procedure: To a solution of 2-[5-(t-butyldimethylsilyloxy)-1-[4-(t-butyldimethylsilyloxy)butyl]-1-(4-chlorophenylsulfonyl)pentyl]-1,4-difluorobenzene (158 mg, 0.234 mmol) in tetrahydrofuran (4 ml) was added tetrabutylammonium fluoride (a 1M tetrahydrofuran solution, 0.702 ml, 0.702 mmol). The resulting mixture was stirred at room temperature for 24 hours. After concentration of the reaction mixture, the residue was dissolved in diethyl ether, followed by successive washing with water and brine, drying over... Reactants: C(C)OC1=CC=CC2=C1B(OC2C[N+](=O)[O-])O (7-ethoxy-3-(nitromethyl)benzo[c][1,2]oxaborol-1(3H)-ol), C1CC(=O)N(C1=O)Cl (NCS). Solvent: CN(C)C=O (DMF), CN(C)C=O (DMF). The product is ClC1=CC=C(C=2B(OC(C21)C[N+](=O)[O-])O)OCC (4-Chloro-7-ethoxy-3-(nitromethyl)benzo[c][1,2]oxaborol-1(3H)-ol). Reaction SMILES: [CH2:1]([O:3][C:4]1[C:9]2[B:10]([OH:17])[O:11][CH:12]([CH2:13][N+:14]([O-:16])=[O:15])[C:8]=2[CH:7]=[CH:6][CH:5]=1)[CH3:2].C1C(=O)N([Cl:25])C(=O)C1>CN(C=O)C>[Cl:25][C:7]1[C:8]2[CH:12]([CH2:13][N+:14]([O-:16])=[O:15])[O:11][B:10]([OH:17])[C:9]=2[C:4]([O:3][CH2:1][CH3:2])=[CH:5][CH:6]=1. Procedure: To a solution of 7-ethoxy-3-(nitromethyl)benzo[c][1,2]oxaborol-1(3H)-ol (42 g, 0.18 mol) in DMF (200 mL) at 80° C. was added a solution of NCS (11.8 g, 0.18 mol) in DMF (50 mL) in 30 min. The reaction was quenched with an aqueous solution of LiCl solution (500 mL) and the resulting mixture was extracted by EtOAc (3×250 mL). The combined organic layers were dried over anhydrous Na2SO4 and concentrated in vacuo. The residue was purified by column chromatography on silica gel to give the compound a... The reactants are compound ( 4-7 ), C[Si](OC1C2CC[C@@H]([C@]2(CCC1)C)[C@@H](CCC=O)C)(C)C ((4R)-4-[(1R,7aR)-octahydro-4-trimethylsilyloxy-7a-methyl-1H-inden-1-yl]-pentanal), C(C)(=O)OCC(=C)C[Si](C)(C)C (2-(trimethylsilyl-methyl)-2-propenyl acetate), ClCCl (dichloromethane), BF•Et2O. Solvent: C(C)N(CC)CC (triethylamine). Reaction conditions: temperature -78 celsius. Yields the product desired product ( 4-8 ), C(C)(=O)OCC(=C)CC(CC[C@@H](C)[C@H]1CCC2C(CCC[C@]12C)O[Si](C)(C)C)O ((7R)-2-acetoxymethyl-7-[(1R,7aR)-octahydro-4-trimethylsilyloxy-7a-methyl-1H-inden-1-yl]-octen-4-ol). Yield: 57.0%. Reaction SMILES: [CH3:1][Si:2]([CH3:21])([CH3:20])[O:3][CH:4]1[CH2:12][CH2:11][CH2:10][C@@:9]2([CH3:13])[CH:5]1[CH2:6][CH2:7][C@@H:8]2[C@H:14]([CH3:19])[CH2:15][CH2:16][CH:17]=[O:18].[C:22]([O:25][CH2:26][C:27]([CH2:29][Si](C)(C)C)=[CH2:28])(=[O:24])[CH3:23].ClCCl>C(N(CC)CC)C>[C:22]([O:25][CH2:26][C:27]([CH2:29][CH:17]([OH:18])[CH2:16][CH2:15][C@H:14]([C@@H:8]1[C@:9]2([CH3:13])[CH:5]([CH:4]([O:3][Si:2]([CH3:1])([CH3:20])[CH3:21])[CH2:12][CH2:11][CH2:10]2)[CH2:6][CH2:7]1)[CH3:19])=[CH2:28])(=[O:24])[CH3:23]. Procedure: A 1.72 g amount of the compound (4-7), (4R)-4-[(1R,7aR)-octahydro-4-trimethylsilyloxy-7a-methyl-1H-inden-1-yl]-pentanal and 1.10 g of 2-(trimethylsilyl-methyl)-2-propenyl acetate were taken in a 200 ml eggplant-shaped flask, then 30 ml of dichloromethane was added and the solution stirred at −78° C. To this was added 0.86 ml of BF•Et2O, then the solution stirred at −78° C. for 1 hour. Further, 3 ml of triethylamine was added to stop the reaction, then the solvent was distilled off under reduced ... Product: O=C1C(NC(N1CC1CCNCC1)=CC(=O)C1=CC=C(C#N)C=C1)(CC1=CC=NC=C1)CC1=CC=NC=C1 (4-[(5-Oxo-1-piperidin-4-ylmethyl-4,4-bis-pyridin-4-ylmethyl-imidazolidin-2-ylidene)-acetyl]-benzonitrile). Run in C(Cl)Cl (CH2Cl2). Procedure details: Using the same procedure as described in Example 3, the title compound of 40A (0.958 g, 1.58 mmol) was treated with TFA (3 ml) in CH2Cl2 to give the title compound of 40B (0.621 g, 1.23 mmol, 78% yield). Reactants: C(C)(C)(C)OC(=O)N1CCC(CC1)CN1C(NC(C1=O)(CC1=CC=NC=C1)CC1=CC=NC=C1)=CC(=O)C1=CC=C(C=C1)C#N (4-{2-[2-(4-Cyano-phenyl)-2-oxo-ethylidene]-5-oxo-4,4-bis-pyridin-4-ylmethyl-imidazolidin-1-ylmethyl}-piperidine-1-carboxylic acid tert-butyl ester), C(=O)(C(F)(F)F)O (TFA). Reaction SMILES: C(OC([N:8]1[CH2:13][CH2:12][CH:11]([CH2:14][N:15]2[C:19](=[O:20])[C:18]([CH2:28][C:29]3[CH:34]=[CH:33][N:32]=[CH:31][CH:30]=3)([CH2:21][C:22]3[CH:27]=[CH:26][N:25]=[CH:24][CH:23]=3)[NH:17][C:16]2=[CH:35][C:36]([C:38]2[CH:43]=[CH:42][C:41]([C:44]#[N:45])=[CH:40][CH:39]=2)=[O:37])[CH2:10][CH2:9]1)=O)(C)(C)C.C(O)(C(F)(F)F)=O>C(Cl)Cl>[O:20]=[C:19]1[N:15]([CH2:14][CH:11]2[CH2:12][CH2:13][NH:8][CH2:9][CH2:10]2)[C:16](=[CH:35][C:36]([C:38]2[CH:39]=[CH:40][C:41]([C:44]#[N:45])=[CH:42][CH:43]=2)=[O:37])[NH:17][C:18]1([CH2:21][C:22]1[CH:27]=[CH:26][N:25]=[CH:24][CH:23]=1)[CH2:28][C:29]1[CH:34]=[CH:33][N:32]=[CH:31][CH:30]=1. The reactants are anti-tricyclo[4.2.2.02,5 ]dec-3,9-diene, NC=1C=CC2=C(NC(O2)=O)C1 (5-aminobenzoxazolin-2-one), N1=CC=CC=C1 (pyridine). The solvent is O (water). Yields the product CCC=CCCCCC=C (dec-3,9-diene), endo-8-dicarboximide. RXN SMILES: N[C:2]1[CH:3]=[CH:4][C:5]2OC(=O)N[C:6]=2[CH:11]=1.N1C=[CH:16][CH:15]=[CH:14][CH:13]=1>O>[CH3:16][CH2:15][CH:14]=[CH:13][CH2:11][CH2:6][CH2:5][CH2:4][CH:3]=[CH2:2]. Procedure: A mixture of anti-tricyclo[4.2.2.02,5 ]dec-3,9-diene-endo-7,endo-8-dicarboxylic anhydride (2.02 g., 0.01 mole), 5-aminobenzoxazolin-2-one (1.50 g., 0.01 mole) and pyridine (20 ml.) is heated under reflux for six hours. The cooled solution (25° C.) is diluted with water (200 ml.) and the precipitate is collected by filtration, 2.60 g., m.p. 252°-257° C. Recrystallization from 2-propanol provides N-(5-benzoxazolinyl-2-one)-antitricyclo[4.2.2.02,5 ]dec-3,9-diene-endo-7,endo-8-dicarboximide, m.p. 28... As a reaction SMILES: [C:1]([O:2][C:3](=[O:4])[NH:8][CH2:9][c:10]1[cH:11][c:12]2[c:13]([n:14]([CH2:35][CH2:36][CH2:37][CH2:38][O:39][C:40]([CH3:41])=[O:42])[c:15]([CH2:17][n:18]3[c:19](=[O:34])[n:20]([CH2:29][C:30]([F:31])([F:32])[F:33])[c:21](=[O:28])[c:22]4[cH:23][cH:24][cH:25][cH:26][c:27]34)[n:16]2)[cH:43][cH:44]1)([CH3:5])([CH3:6])[CH3:7].[Cl:59][CH2:60][Cl:61].[ClH:52].[F:45][C:46]([F:47])([F:48])[C:49]([OH:50])=[O:51].[O:53]1[CH2:54][CH2:55][O:56][CH2:57][CH2:58]1>>[NH2:8][CH2:9][c:10]1[cH:11][c:12]2[c:13]([n:14]([CH2:35][CH2:36][CH2:37][CH2:38][O:39][C:40]([CH3:41])=[O:42])[c:15]([CH2:17][n:18]3[c:19](=[O:34])[n:20]([CH2:29][C:30]([F:31])([F:32])[F:33])[c:21](=[O:28])[c:22]4[cH:23][cH:24][cH:25][cH:26][c:27]34)[n:16]2)[cH:43][cH:44]1. The reactants are CC(=O)OCCCCn1c(Cn2c(=O)n(CC(F)(F)F)c(=O)c3ccccc32)nc2cc(CNC(=O)OC(C)(C)C)ccc21, ClCCl, Cl, O=C(O)C(F)(F)F, C1COCCO1. Product: CC(=O)OCCCCn1c(Cn2c(=O)n(CC(F)(F)F)c(=O)c3ccccc32)nc2cc(CN)ccc21. Starting materials: C(C(=O)Cl)(=O)Cl (oxalyl chloride), ClC1=CC=C(C=C1)C1=CC=2N=CN(C(C2S1)=O)C1=CC(=C(C=C1)OCC(C)(C)O)OC (6-(4-chlorophenyl)-3-(4-(2-hydroxy-2-methylpropoxy)-3-methoxyphenyl)thieno[3,2-d]-pyrimidin-4(3H)-one), COC1=C(OCC(C)(O)C)C=CC(=C1)[N+](=O)[O-] (1-(2-Methoxy-4-nitrophenoxy)-2-methylpropan-2-ol), N1=CC=CC=C1 (pyridine), C(C)(C)(C)O (t-butanol). Solvent: C(Cl)Cl (CH2Cl2), C(Cl)Cl (CH2Cl2). Reaction conditions: time 1.5 hour. The product is C(C(=O)OC(COC1=C(C=C(C=C1)N1C=NC2=C(C1=O)SC(=C2)C2=CC=C(C=C2)Cl)OC)(C)C)(=O)OC(C)(C)C (tert-Butyl 1-(4-(6-(4-chlorophenyl)-4-oxothieno[3,2-d]pyrimidin-3(4H)-yl)-2-methoxyphenoxy)-2-methylpropan-2-yl oxalate). The yield is 93.7%. Reaction SMILES: [C:1](Cl)(=[O:5])[C:2](Cl)=[O:3].[C:7]([OH:11])([CH3:10])([CH3:9])[CH3:8].[Cl:12][C:13]1[CH:18]=[CH:17][C:16]([C:19]2[S:27][C:26]3[C:25](=[O:28])[N:24]([C:29]4[CH:34]=[CH:33][C:32]([O:35][CH2:36][C:37]([OH:40])([CH3:39])[CH3:38])=[C:31]([O:41][CH3:42])[CH:30]=4)[CH:23]=[N:22][C:21]=3[CH:20]=2)=[CH:15][CH:14]=1.COC1C=C([N+]([O-])=O)C=CC=1OCC(C)(O)C.N1C=CC=CC=1>C(Cl)Cl>[C:1]([O:11][C:7]([CH3:10])([CH3:9])[CH3:8])(=[O:5])[C:2]([O:40][C:37]([CH3:39])([CH3:38])[CH2:36][O:35][C:32]1[CH:33]=[CH:34][C:29]([N:24]2[C:25](=[O:28])[C:26]3[S:27][C:19]([C:16]4[CH:17]=[CH:18][C:13]([Cl:12])=[CH:14][CH:15]=4)=[CH:20][C:21]=3[N:22]=[CH:23]2)=[CH:30][C:31]=1[O:41][CH3:42])=[O:3]. Reported procedure: To oxalyl chloride (0.50 mL; 5.91 mmol) cooled to 0° C. was added t-butanol (0.28 mL; 2.95 mmol) over 30 min. After warming the solution to rt and concentration under reduced pressure, the residue was dissolved in 1 mL of CH2Cl2 whereupon 6-(4-chlorophenyl)-3-(4-(2-hydroxy-2-methylpropoxy)-3-methoxyphenyl)thieno[3,2-d]-pyrimidin-4(3H)-one (100 mg; 0.219 mmol) (the product of Example 82) and pyridine (42 uL; 0.522 mmol) were added. After the suspension was stirred at rt for 1.5 h, the solution wa... Starting materials: C(c1c2ccccc2[nH]c1c1ccccc1)=O, CC1=CN=C(C=C1)N, [C-]#[N+]C1CCCCC1. Reagents/catalysts: O=C(O)C(F)(F)F (trifluoroacetic acid). Solvent: CC(C)O (isopropyl alcohol), CC(C)O (isopropylalcohol). Run at temperature 22 celsius, time 20 hour. Yields the product Cc1ccc2nc(c3c4ccccc4[nH]c3c3ccccc3)c(NC3CCCCC3)n2c1. Yield: 0.0%. As a reaction SMILES: CC1=CC=C(N)N=C1.[C-]#[N+]C1CCCCC1.O=CC1=C(NC2=CC=CC=C12)C1=CC=CC=C1>>CC1=CN2C(C=C1)=NC(=C2NC1CCCCC1)C1=C(NC2=CC=CC=C12)C1=CC=CC=C1. The product is C1(CC1)CN1CCN(CC1)[C@H](C1=CC=C(C(=O)N(CC)CC)C=C1)C1=CC(=CC=C1)NCC=1SC=CC1 (4-[(R)-[4-(cyclopropylmethyl)-1-piperazinyl][3-[(2-thienylmethyl)amino]phenyl]methyl]-N,N-diethyl-benzamide). The solvent is CO (MeOH). Procedure details: Synthesized using COMPOUND 68 and the method described for COMPOUND 69. Purity (HPLC): >99%; Optical purity (Chiral HPLC): >99%; (400 MHz, CD3OD) 0.39-0.44 (m, 2H), 0.72-0.78 (m, 2H), 1.04-1.10 (m, 1H), 1.07-1.11 (m, 3H), 1.22 (t, J=6.99 Hz, 3H), 2.20-2.36 (m, 2H), 2.91-3.08 (m, 2H), 3.04 (d, J=7.49 Hz, 2H), 3.06-3.19 (m, 2H), 3.21-3.30 (m, 2H), 3.46-3.60 (m, 4H), 4.33 (s, 1H), 4.52 (s, 2H), 6.62 (dd, J=8.00, 2.44 Hz, 1H), 6.77 (d, J=7.58 Hz, 1H), 6.83 (t, J=1.81 Hz, 1H), 6.94 (dd, J=5.04, 3.53 ... The reactants are NC=1C=C(C=CC1)[C@@H](C1=CC=C(C(=O)N(CC)CC)C=C1)N1CCN(CC1)CC1CC1 (4-[(R)-(3-aminophenyl)[4-(cyclopropylmethyl)-1-piperazinyl]methyl]-N,N-diethyl-benzamide), C(C)N(C(C1=CC=C(C=C1)[C@H](C1=CC(=CC=C1)NCC=1SC=CC1)N1CCN(CC1)CC=C)=O)CC (N,N-diethyl 4-[(R)-[4-(2-propenyl)-1-piperazinyl][3-[(2-thienylmethyl)amino]phenyl]methyl]-benzamide). RXN SMILES: [NH2:1][C:2]1[CH:3]=[C:4]([C@H:8]([N:22]2[CH2:27][CH2:26][N:25]([CH2:28][CH:29]3[CH2:31][CH2:30]3)[CH2:24][CH2:23]2)[C:9]2[CH:21]=[CH:20][C:12]([C:13]([N:15]([CH2:18][CH3:19])[CH2:16][CH3:17])=[O:14])=[CH:11][CH:10]=2)[CH:5]=[CH:6][CH:7]=1.C(N(CC)C(=O)C1C=CC([C@@H](N2CCN(CC=C)CC2)C2C=CC=C(N[CH2:50][C:51]3[S:52][CH:53]=[CH:54][CH:55]=3)C=2)=CC=1)C>CO>[CH:29]1([CH2:28][N:25]2[CH2:26][CH2:27][N:22]([C@@H:8]([C:4]3[CH:5]=[CH:6][CH:7]=[C:2]([NH:1][CH2:50][C:51]4[S:52][CH:53]=[CH:54][CH:55]=4)[CH:3]=3)[C:9]3[CH:21]=[CH:20][C:12]([C:13]([N:15]([CH2:18][CH3:19])[CH2:16][CH3:17])=[O:14])=[CH:11][CH:10]=3)[CH2:23][CH2:24]2)[CH2:30][CH2:31]1.